From a dataset of the Open Reaction Database (ORD), a public repository of structured organic reaction records. describe an organic reaction: reactants, conditions, products, and yield Reactants: CC(=O)O[BH-](OC(C)=O)OC(C)=O, CC(C)(C)OC(=O)N1CC(=O)C1, OC1CCNC1, [Na+]. Product: CC(C)(C)OC(=O)N1CC(N2CCC(O)C2)C1. Reaction SMILES: [C:19]([O:20][BH-:21]([O:22][C:23](=[O:24])[CH3:25])[O:26][C:27](=[O:28])[CH3:29])(=[O:30])[CH3:31].[C:7]([CH3:8])([CH3:9])([CH3:10])[O:11][C:12](=[O:13])[N:14]1[CH2:15][C:16](=[O:18])[CH2:17]1.[NH:1]1[CH2:2][CH:3]([OH:6])[CH2:4][CH2:5]1.[Na+:32]>>[N:1]1([CH:16]2[CH2:15][N:14]([C:12]([O:11][C:7]([CH3:8])([CH3:9])[CH3:10])=[O:13])[CH2:17]2)[CH2:2][CH:3]([OH:6])[CH2:4][CH2:5]1. Starting materials: C(c1c(ccc(c1F)F)[Br])=O, CC1=CN=C(C=C1)N, [C-]#[N+]C1CCCCC1. The reagents and catalysts are O=C(O)C(F)(F)F (trifluoroacetic acid). The solvent is CC(C)O (isopropyl alcohol), CC(C)O (isopropylalcohol). Conditions: temperature 22 celsius, time 20 hour. Yields the product Cc1ccc2nc(c3c(ccc(c3F)F)[Br])c(NC3CCCCC3)n2c1. Yield: 48.1%. Reaction SMILES: CC1=CC=C(N)N=C1.[C-]#[N+]C1CCCCC1.FC1=CC=C(Br)C(C=O)=C1F>>CC1=CN2C(C=C1)=NC(=C2NC1CCCCC1)C1=C(F)C(F)=CC=C1Br.